Dataset: the Open Reaction Database (ORD), a public repository of structured organic reaction records. Task: describe an organic reaction: reactants, conditions, products, and yield The reactants are Clc1ccc2c(c1)ncc1c3c([nH]c12)CCNC3, O, O=S(=O)(Cl)c1cccs1. Yields the product O=S(=O)(c1cccs1)N1CCc2[nH]c3c(cnc4cc(Cl)ccc43)c2C1. Reaction SMILES: [Cl:1][c:2]1[cH:3][cH:4][c:5]2[c:6]3[c:7]([cH:8][n:9][c:10]2[cH:11]1)[c:12]1[c:13]([nH:14]3)[CH2:15][CH2:16][NH:17][CH2:18]1.[OH2:28].[s:19]1[c:20]([S:24](=[O:25])(=[O:26])[Cl:27])[cH:21][cH:22][cH:23]1>>[Cl:1][c:2]1[cH:3][cH:4][c:5]2[c:6]3[c:7]([cH:8][n:9][c:10]2[cH:11]1)[c:12]1[c:13]([nH:14]3)[CH2:15][CH2:16][N:17]([S:24]([c:20]2[s:19][cH:23][cH:22][cH:21]2)(=[O:25])=[O:26])[CH2:18]1. Reactants: O (water), O.NN (Hydrazine hydrate), [OH-].[K+] (potassium hydroxide), COC1=CC=CC=2C(CC3=C(SC21)C=CC=C3)=O (6-methoxy-11H-dibenzo[b,f]thiepin-10-one). The solvent is C(CO)O (ethylene glycol). Reaction conditions: temperature 175 celsius. Yields the product COC1=CC=CC2=C1SC1=C(CC2)C=CC=C1 (4-Methoxy-10,11-dihydro-dibenzo[b,f]thiepine). Reaction SMILES: O.NN.[OH-].[K+].[CH3:6][O:7][C:8]1[C:18]2[S:17][C:16]3[CH:19]=[CH:20][CH:21]=[CH:22][C:15]=3[CH2:14][C:13](=O)[C:12]=2[CH:11]=[CH:10][CH:9]=1.O>C(O)CO>[CH3:6][O:7][C:8]1[C:18]2[S:17][C:16]3[CH:19]=[CH:20][CH:21]=[CH:22][C:15]=3[CH2:14][CH2:13][C:12]=2[CH:11]=[CH:10][CH:9]=1 |f:0.1,2.3|. Procedure details: Hydrazine hydrate (4 ml) and potassium hydroxide (2.72 g, 48 mmol) was added to 6-methoxy-11H-dibenzo[b,f]thiepin-10-one (4.10 g, 16 mmol) in ethylene glycol (20 ml) and the reaction mixture was heated at 175° C. for 3 hours. The reaction mixture was cooled down to room temperature and water was added (100 ml). The white solution was extracted with ether (3×200 ml), the organics were combined, washed with water (100 ml), brine (100 ml) and dried over magnesium sulphate. The solvent was removed i... The reactants are ClC1=CC2=C(C3=NC(=CN3CCO2)C=2N(N=C(N2)COC)CC(F)(F)F)C=N1 (8-Chloro-2-[5-methoxymethyl-2-(2,2,2-trifluoro-ethyl)-2H-[1,2,4]triazol-3-yl]-4,5-dihydro-6-oxa-1,3a,9-triaza-benzo[e]azulene), [OH-].[K+] (KOH). The solvent is Br (HBr). Conditions: temperature 100 celsius. The product is ClC1=CC2=C(C=3N(CCO2)C=C(N3)C3=NC(=NN3CC(F)(F)F)CO)C=N1 ((5-(9-chloro-5,6-dihydroimidazo[1,2-d]pyrido[3,4-f][1,4]oxazepin-2-yl)-1-(2,2,2-trifluoroethyl)-1H-1,2,4-triazol-3-yl)methanol). Isolated yield 3.5%. RXN SMILES: [Cl:1][C:2]1[N:28]=[CH:27][C:5]2[C:6]3[N:10]([CH2:11][CH2:12][O:13][C:4]=2[CH:3]=1)[CH:9]=[C:8]([C:14]1[N:15]([CH2:22][C:23]([F:26])([F:25])[F:24])[N:16]=[C:17]([CH2:19][O:20]C)[N:18]=1)[N:7]=3.[OH-].[K+]>Br>[Cl:1][C:2]1[N:28]=[CH:27][C:5]2[C:6]3[N:10]([CH:9]=[C:8]([C:14]4[N:15]([CH2:22][C:23]([F:26])([F:25])[F:24])[N:16]=[C:17]([CH2:19][OH:20])[N:18]=4)[N:7]=3)[CH2:11][CH2:12][O:13][C:4]=2[CH:3]=1 |f:1.2|. Reported procedure: A suspension of 8-Chloro-2-[5-methoxymethyl-2-(2,2,2-trifluoro-ethyl)-2H-[1,2,4]triazol-3-yl]-4,5-dihydro-6-oxa-1,3a,9-triaza-benzo[e]azulene (500 mg, 1.20 mmol) in 48% aqueous HBr (2.1 mL) was sealed and heated at 100° C. for 3 h while carefully monitoring by LCMS. The mixture was cooled to room temperature and poured over a cold solution of 10% KOH. The solid was collect by filtration (˜90% purity by LCMS and 1H NMR analysis). The solid was used in subsequent steps without purification. A smal... Reactants: C(C)(=O)C(CCCCCCC(=O)OCC)CCCC(COC1=CC=C(C=C1)F)O (Ethyl 8-Acetyl-12-hydroxy-13-(4-fluorophenoxy)-tridecanoate), [OH-].[Na+] (sodium hydroxide). Run in O (water), CO (methanol). Conditions: time 69 hour. The product is C(C)(=O)C(CCCCCCC(=O)O)CCCC(COC1=CC=C(C=C1)F)O (8-Acetyl-12-hydroxy-13-(4-fluorophenoxy)tridecanoic Acid). Reaction SMILES: [C:1]([CH:4]([CH2:16][CH2:17][CH2:18][CH:19]([OH:29])[CH2:20][O:21][C:22]1[CH:27]=[CH:26][C:25]([F:28])=[CH:24][CH:23]=1)[CH2:5][CH2:6][CH2:7][CH2:8][CH2:9][CH2:10][C:11]([O:13]CC)=[O:12])(=[O:3])[CH3:2].[OH-].[Na+]>O.CO>[C:1]([CH:4]([CH2:16][CH2:17][CH2:18][CH:19]([OH:29])[CH2:20][O:21][C:22]1[CH:27]=[CH:26][C:25]([F:28])=[CH:24][CH:23]=1)[CH2:5][CH2:6][CH2:7][CH2:8][CH2:9][CH2:10][C:11]([OH:13])=[O:12])(=[O:3])[CH3:2] |f:1.2|. Procedure: Ethyl 8-Acetyl-12-hydroxy-13-(4-fluorophenoxy)-tridecanoate (4.67 g.; 0.0113 mole) is added to a solution of sodium hydroxide (0.68 g.; 0.0170 mole) in water (6.3 ml.) and methanol (56.7 ml.). The resulting solution is allowed to stand for 69 hours at 25°.